Dataset: the Open Reaction Database (ORD), a public repository of structured organic reaction records. Task: describe an organic reaction: reactants, conditions, products, and yield Starting materials: C(C)(C)(C)C1=CC=C(C=C1)C=1NC(C=2N(C1)N=C(C2)C(=O)O)=O (6-(4-tert-butyl-phenyl)-4-oxo-4,5-dihydro-pyrazolo[1,5-a]pyrazine-2-carboxylic acid). The reagents and catalysts are [Cu] (Copper). The solvent is N1=CC=CC2=CC=CC=C12 (quinoline). Conditions: temperature 190 celsius, time 20 hour. Product: C(C)(C)(C)C1=CC=C(C=C1)C=1NC(C=2N(C1)N=CC2)=O (6-(4-tert-butyl-phenyl)-5H-pyrazolo[1,5-a]pyrazin-4-one). As a reaction SMILES: [C:1]([C:5]1[CH:10]=[CH:9][C:8]([C:11]2[NH:12][C:13](=[O:23])[C:14]3[N:15]([N:17]=[C:18](C(O)=O)[CH:19]=3)[CH:16]=2)=[CH:7][CH:6]=1)([CH3:4])([CH3:3])[CH3:2]>N1C2C(=CC=CC=2)C=CC=1.[Cu]>[C:1]([C:5]1[CH:6]=[CH:7][C:8]([C:11]2[NH:12][C:13](=[O:23])[C:14]3[N:15]([N:17]=[CH:18][CH:19]=3)[CH:16]=2)=[CH:9][CH:10]=1)([CH3:4])([CH3:2])[CH3:3]. Reported procedure: 28.9 mg (0.454 mmol) Copper powder is added to a solution of 70.7 mg (0.227 mmol) 6-(4-tert-butyl-phenyl)-4-oxo-4,5-dihydro-pyrazolo[1,5-a]pyrazine-2-carboxylic acid in 2 ml quinoline. The mixture is stirred at 190° C. for 20 hours. Quinoline is distilled off under vacuum and the residue is chromatographed on a silica gel column with cyclohexane/ethyl acetate as eluent to give 6-(4-tert-butyl-phenyl)-5H-pyrazolo[1,5-a]pyrazin-4-one as colourless crystals; HPLC/MS: 1.88 (C), [M+H] 268; 1H NMR (40... Reactants: C=CCN1CCCC1CN, COC(=O)c1cc(S(N)(=O)=O)cc2c1OCCO2, CC(=O)[O-], O. Product: C=CCN1CCCC1CNC(=O)c1cc(S(N)(=O)=O)cc2c1OCCO2. Reaction SMILES: [CH2:19]([CH:20]=[CH2:21])[N:22]1[CH:23]([CH2:27][NH2:28])[CH2:24][CH2:25][CH2:26]1.[CH3:1][O:2][C:3](=[O:4])[c:5]1[cH:6][c:7]([S:15]([NH2:16])(=[O:17])=[O:18])[cH:8][c:9]2[c:14]1[O:13][CH2:12][CH2:11][O:10]2.[CH3:29][C:30](=[O:31])[O-:32].[OH2:33]>>[C:3](=[O:4])([c:5]1[cH:6][c:7]([S:15]([NH2:16])(=[O:17])=[O:18])[cH:8][c:9]2[c:14]1[O:13][CH2:12][CH2:11][O:10]2)[NH:28][CH2:27][CH:23]1[N:22]([CH2:19][CH:20]=[CH2:21])[CH2:26][CH2:25][CH2:24]1. Reactants: N(=NC(=O)OCC)C(=O)OCC (diethyl azodicarboxylate), C(C)(=O)NCCC1CCC2=CC=C(C=C12)O (1-[2-(acetylamino)ethyl]-6-hydroxyindan), C(C)O (ethanol), C1(=CC=CC=C1)P(C1=CC=CC=C1)C1=CC=CC=C1 (triphenylphosphine). Run in C1CCOC1 (THF). Run at time 15 hour. The product is C(C)(=O)NCCC1CCC2=CC=C(C=C12)OCC (1-[2-(acetylamino)ethyl]-6-ethoxyindan). Reaction SMILES: [C:1]([NH:4][CH2:5][CH2:6][CH:7]1[C:15]2[C:10](=[CH:11][CH:12]=[C:13]([OH:16])[CH:14]=2)[CH2:9][CH2:8]1)(=[O:3])[CH3:2].[CH2:17](O)[CH3:18].C1(P(C2C=CC=CC=2)C2C=CC=CC=2)C=CC=CC=1.N(C(OCC)=O)=NC(OCC)=O>C1COCC1>[C:1]([NH:4][CH2:5][CH2:6][CH:7]1[C:15]2[C:10](=[CH:11][CH:12]=[C:13]([O:16][CH2:17][CH3:18])[CH:14]=2)[CH2:9][CH2:8]1)(=[O:3])[CH3:2]. Procedure: To a solution of 1-[2-(acetylamino)ethyl]-6-hydroxyindan (1.00 g, 4.56 mmol), ethanol (0.32 ml, 5.47 mmol) and triphenylphosphine (1.32 g, 5.02 mmol) in THF (20 ml) was added dropwise, under ice-cooling, diethyl azodicarboxylate (0.87 g, 5.02 mmol). The mixture was stirred for 15 hours at room temperature. The reaction mixture was concentrated under reduced pressure. To the concentrate was added water, and the mixture was subjected to extraction with ethyl acetate. The extract solution was washe... Reported procedure: In the same manner as in the above example, 8 g of 5,8,11-eicosatriynoic acid in 40 cm3 of anhydrous DMF are treated initially with 5.62 g of carbonyldiimidazole. 4.1 cm3 of 2,3-dihydroxypropylamine are then added at 0° C. At the end of the reaction, the reaction mixture is poured into ice-cold water. The precipitated product is drained and dissolved in 300 cm3 of methylene chloride. The solution is dried over sodium sulphate and then concentrated under reduced pressure. The solid obtained is di... As a reaction SMILES: [C:1]([OH:22])(=O)[CH2:2][CH2:3][CH2:4][C:5]#[C:6][CH2:7][C:8]#[C:9][CH2:10][C:11]#[C:12][CH2:13][CH2:14][CH2:15][CH2:16][CH2:17][CH2:18][CH2:19][CH3:20].C(N1C=CN=C1)(N1C=CN=C1)=O.[OH:35][CH:36]([CH2:39][OH:40])[CH2:37][NH2:38]>CN(C=O)C.C(Cl)Cl>[OH:35][CH:36]([CH2:39][OH:40])[CH2:37][NH:38][C:1](=[O:22])[CH2:2][CH2:3][CH2:4][C:5]#[C:6][CH2:7][C:8]#[C:9][CH2:10][C:11]#[C:12][CH2:13][CH2:14][CH2:15][CH2:16][CH2:17][CH2:18][CH2:19][CH3:20]. The reactants are C(CCCC#CCC#CCC#CCCCCCCCC)(=O)O (5,8,11-eicosatriynoic acid), C(=O)(N1C=NC=C1)N1C=NC=C1 (carbonyldiimidazole), OC(CN)CO (2,3-dihydroxypropylamine). Solvent: CN(C)C=O (DMF), C(Cl)Cl (methylene chloride). Product: OC(CNC(CCCC#CCC#CCC#CCCCCCCCC)=O)CO (N-(2,3-dihydroxypropyl)-5,8,11-eicosatriynamide).